From a dataset of the Open Reaction Database (ORD), a public repository of structured organic reaction records. describe an organic reaction: reactants, conditions, products, and yield As a reaction SMILES: [Br:14][c:15]1[cH:16][cH:17][c:18]([Br:19])[cH:20][cH:21]1.[CH3:22][c:23]1[cH:24][cH:25][cH:26][cH:27][cH:28]1.[CH3:29][CH2:30][O:31][C:32](=[O:33])[CH3:34].[CH3:8][C:9]([CH3:10])([O-:11])[CH3:12].[NH2:1][c:2]1[cH:3][n:4][cH:5][cH:6][cH:7]1.[Na+:13].[O:37]=[C:38]([CH:39]=[CH:40][c:41]1[cH:42][cH:43][cH:44][cH:45][cH:46]1)[CH:47]=[CH:48][c:49]1[cH:50][cH:51][cH:52][cH:53][cH:54]1.[O:55]=[C:56]([CH:57]=[CH:58][c:59]1[cH:60][cH:61][cH:62][cH:63][cH:64]1)[CH:65]=[CH:66][c:67]1[cH:68][cH:69][cH:70][cH:71][cH:72]1.[O:73]=[C:74]([CH:75]=[CH:76][c:77]1[cH:78][cH:79][cH:80][cH:81][cH:82]1)[CH:83]=[CH:84][c:85]1[cH:86][cH:87][cH:88][cH:89][cH:90]1.[Pd:35].[Pd:36]>>[NH:1]([c:2]1[cH:3][n:4][cH:5][cH:6][cH:7]1)[c:18]1[cH:17][cH:16][c:15]([Br:14])[cH:21][cH:20]1. Reactants: Brc1ccc(Br)cc1, Cc1ccccc1, CCOC(C)=O, CC(C)(C)[O-], Nc1cccnc1, [Na+], O=C(C=Cc1ccccc1)C=Cc1ccccc1, O=C(C=Cc1ccccc1)C=Cc1ccccc1, O=C(C=Cc1ccccc1)C=Cc1ccccc1, [Pd], [Pd]. The product is Brc1ccc(Nc2cccnc2)cc1.